From a dataset of the Open Reaction Database (ORD), a public repository of structured organic reaction records. describe an organic reaction: reactants, conditions, products, and yield Reactants: [H-].[Al+3].[Li+].[H-].[H-].[H-] (lithium aluminum hydride), C(CCC)N1C(=CC=C1)C(CC)=O (1-butyl-2-propionylpyrrole). The solvent is O1CCCC1 (tetrahydrofuran), O1CCCC1 (tetrahydrofuran). Conditions: temperature 0 celsius. The product is C(CCC)N1C(=CC=C1)C(CC)O (1-butyl-2-(α-hydroxypropyl)pyrrole). RXN SMILES: [H-].[Al+3].[Li+].[H-].[H-].[H-].[CH2:7]([N:11]1[CH:15]=[CH:14][CH:13]=[C:12]1[C:16](=[O:19])[CH2:17][CH3:18])[CH2:8][CH2:9][CH3:10]>O1CCCC1>[CH2:7]([N:11]1[CH:15]=[CH:14][CH:13]=[C:12]1[CH:16]([OH:19])[CH2:17][CH3:18])[CH2:8][CH2:9][CH3:10] |f:0.1.2.3.4.5|. Reported procedure: To a stirred suspension of 4 g (100 mmol) of lithium aluminum hydride in 300 ml of anhydrous tetrahydrofuran was added dropwise, at room temperature, a solution of 18 g (100 mmol) of 1-butyl-2-propionylpyrrole in 100 ml of anhydrous tetrahydrofuran. The reaction mixture was refluxed for 30 minutes, cooled to 0° C. and the excess reagent destroyed by carefully adding ethyl acetate, saturated sodium sulfate solution and solid anhydrous sodium sulfate. The insoluble material was separated by filtra... The reactants are Cl, CN(C(=O)N(C)C1CNCC1c1ccc(F)cc1)c1cc(C(F)(F)F)cc(C(F)(F)F)c1, O=C(O)C1CCN(C(=O)c2ccccc2)CC1. Yields the product CN(C(=O)N(C)C1CN(C(=O)C2CCN(C(=O)c3ccccc3)CC2)CC1c1ccc(F)cc1)c1cc(C(F)(F)F)cc(C(F)(F)F)c1. RXN SMILES: [ClH:1].[F:2][C:3]([c:4]1[cH:5][c:6]([N:14]([C:15](=[O:16])[N:17]([CH3:18])[CH:19]2[CH2:20][NH:21][CH2:22][CH:23]2[c:24]2[cH:25][cH:26][c:27]([F:30])[cH:28][cH:29]2)[CH3:31])[cH:7][c:8]([C:10]([F:11])([F:12])[F:13])[cH:9]1)([F:32])[F:33].[c:34]1([C:40](=[O:41])[N:42]2[CH2:43][CH2:44][CH:45]([C:48](=[O:49])[OH:50])[CH2:46][CH2:47]2)[cH:35][cH:36][cH:37][cH:38][cH:39]1>>[F:2][C:3]([c:4]1[cH:5][c:6]([N:14]([C:15](=[O:16])[N:17]([CH3:18])[CH:19]2[CH2:20][N:21]([C:48]([CH:45]3[CH2:44][CH2:43][N:42]([C:40]([c:34]4[cH:35][cH:36][cH:37][cH:38][cH:39]4)=[O:41])[CH2:47][CH2:46]3)=[O:49])[CH2:22][CH:23]2[c:24]2[cH:25][cH:26][c:27]([F:30])[cH:28][cH:29]2)[CH3:31])[cH:7][c:8]([C:10]([F:11])([F:12])[F:13])[cH:9]1)([F:32])[F:33]. The reactants are Cl (hydrochloric acid), [H-].[Na+] (Sodium hydride), C(C=C)Br (allyl bromide), C(CCC)OC(C=1N=CC=C2C1NC(=C2C)C)OCCCC (7-dibutoxymethyl-2,3-dimethyl-1H-pyrrolo[2,3-c]pyridine). Run in O1CCCC1 (tetrahydrofuran), O (water). Reaction conditions: time 1 hour. Product: C(C=C)N1C(=C(C=2C1=C(N=CC2)C=O)C)C (1-allyl-2,3-dimethyl-1H-pyrrolo[2,3-c]pyridin-7-carbaldehyde). Yield: 62.2%. Reaction SMILES: [H-].[Na+].[CH2:3](Br)[CH:4]=[CH2:5].C([O:11][CH:12](OCCCC)[C:13]1[N:14]=[CH:15][CH:16]=[C:17]2[C:21]([CH3:22])=[C:20]([CH3:23])[NH:19][C:18]=12)CCC.Cl>O1CCCC1.O>[CH2:3]([N:19]1[C:18]2=[C:13]([CH:12]=[O:11])[N:14]=[CH:15][CH:16]=[C:17]2[C:21]([CH3:22])=[C:20]1[CH3:23])[CH:4]=[CH2:5] |f:0.1|. Procedure: Sodium hydride (60%, 23 mg, 0.562 mmol) and allyl bromide (36 μl, 0.413 mmol) were added at 0° C. to a solution of 7-dibutoxymethyl-2,3-dimethyl-1H-pyrrolo[2,3-c]pyridine (0.109 g, 0.375 mmol) prepared in Step 3 in anhydrous tetrahydrofuran (3 ml). The reaction mixture was stirred for 1 hour at room temperature and water (1 ml) was added thereto. The reaction mixture was extracted with ethyl acetate (10 ml), dried on anhydrous magnesium sulfate, and then concentrated under reduced pressure. Tetr... Reactants: C1(CC1)C=1N=C2N(C=C(C=C2)N2C(C=C(C=C2)OCC2=CC=C(C=C2)F)=O)C1CO (1-(2-cyclopropyl-3-(hydroxymethyl)imidazo[1,2-a]pyridin-6-yl)-4-((4-fluorobenzyl)oxy)pyridin-2(1H)-one), IC (Iodomethane), [H-].[Na+] (NaH). Solvent: C1CCOC1 (THF), C1CCOC1 (THF), C1CCOC1 (THF). Run at time 30 minute. Yields the product C1(CC1)C=1N=C2N(C=C(C=C2)N2C(C=C(C=C2)OCC2=CC=C(C=C2)F)=O)C1COC (1-(2-Cyclopropyl-3-(methoxymethyl)imidazo[1,2-a]pyridin-6-yl)-4-((4-fluorobenzyl)oxy)pyridin-2(1H)-one). As a reaction SMILES: [H-].[Na+].[CH:3]1([C:6]2[N:7]=[C:8]3[CH:13]=[CH:12][C:11]([N:14]4[CH:19]=[CH:18][C:17]([O:20][CH2:21][C:22]5[CH:27]=[CH:26][C:25]([F:28])=[CH:24][CH:23]=5)=[CH:16][C:15]4=[O:29])=[CH:10][N:9]3[C:30]=2[CH2:31][OH:32])[CH2:5][CH2:4]1.I[CH3:34]>C1COCC1>[CH:3]1([C:6]2[N:7]=[C:8]3[CH:13]=[CH:12][C:11]([N:14]4[CH:19]=[CH:18][C:17]([O:20][CH2:21][C:22]5[CH:27]=[CH:26][C:25]([F:28])=[CH:24][CH:23]=5)=[CH:16][C:15]4=[O:29])=[CH:10][N:9]3[C:30]=2[CH2:31][O:32][CH3:34])[CH2:4][CH2:5]1 |f:0.1|. Procedure: To a stirred suspension of NaH (40% oil dispersion, 22 mg) in THF (9 ml) was added a solution of 1-(2-cyclopropyl-3-(hydroxymethyl)imidazo[1,2-a]pyridin-6-yl)-4-((4-fluorobenzyl)oxy)pyridin-2(1H)-one (100 mg) in THF (1 ml) at 0° C., and then the mixture was allowed to warm to room temperature and stirred for 30 min. Iodomethane (22 pa) in THF (0.5 ml) was added, and the resulting mixture was stirred at room temperature for 16 h. The reaction mixture was quenched with ice-water and extracted with... Reactants: NC1=C(C(=NC=N1)N[C@@H](C)C1=NN2C(C(N1C1=CC=CC=C1)=O)=C(C=C2)C)I ((S)-2-(1-((6-amino-5-iodopyrimidin-4-yl)amino)ethyl)-5-methyl-3-phenylpyrrolo[2,1-f][1,2,4]triazin-4(3H)-one), CC1(OB(OC1(C)C)C=1C=CC(=NC1)N)C (5-(4,4,5,5-tetramethyl-1,3,2-dioxaborolan-2-yl)pyridin-2-amine), aqueous solution, C([O-])([O-])=O.[Na+].[Na+] (sodium carbonate). The solvent is O1CCOCC1 (dioxane), C(C)(=O)OCC (ethyl acetate). Conditions: temperature 80 celsius, time 18 hour. The product is NC1=C(C(=NC=N1)N[C@@H](C)C1=NN2C(C(N1C1=CC=CC=C1)=O)=CC=C2)C=2C=NC(=CC2)N ((S)-2-(1-((6-Amino-5-(6-aminopyridin-3-yl)pyrimidin-4-yl)amino)ethyl)-3-phenylpyrrolo[2,1-f][1,2,4]triazin-4(3H)-one). Yield: 30.3%. Reaction SMILES: [NH2:1][C:2]1[N:7]=[CH:6][N:5]=[C:4]([NH:8][C@H:9]([C:11]2[N:16]([C:17]3[CH:22]=[CH:21][CH:20]=[CH:19][CH:18]=3)[C:15](=[O:23])[C:14]3=[C:24](C)[CH:25]=[CH:26][N:13]3[N:12]=2)[CH3:10])[C:3]=1I.CC1(C)C(C)(C)OB([C:37]2[CH:38]=[CH:39][C:40]([NH2:43])=[N:41][CH:42]=2)O1.C(=O)([O-])[O-].[Na+].[Na+]>O1CCOCC1.C(OCC)(=O)C>[NH2:1][C:2]1[N:7]=[CH:6][N:5]=[C:4]([NH:8][C@H:9]([C:11]2[N:16]([C:17]3[CH:22]=[CH:21][CH:20]=[CH:19][CH:18]=3)[C:15](=[O:23])[C:14]3=[CH:24][CH:25]=[CH:26][N:13]3[N:12]=2)[CH3:10])[C:3]=1[C:37]1[CH:42]=[N:41][C:40]([NH2:43])=[CH:39][CH:38]=1 |f:2.3.4|. Procedure: To a solution of (S)-2-(1-((6-amino-5-iodopyrimidin-4-yl)amino)ethyl)-5-methyl-3-phenylpyrrolo[2,1-f][1,2,4]triazin-4(3H)-one (100 mg, 0.21 mmol) were added 70 mg (0.32 mmol) of 5-(4,4,5,5-tetramethyl-1,3,2-dioxaborolan-2-yl)pyridin-2-amine, 19 mg (0.02 mmol) of 1,1′-bis(diphenylphosphino)ferrocene-palladium(II)dichloride dichloromethane complex and 317 μl of a 2M aqueous solution of sodium carbonate in dioxane. The mixture was stirred under argon atmosphere at 80° C. for 18 hours and then dilut... Starting materials: O=C1C=C(CCC1)NC=1C=NC=CC1C#N (3-(1-oxo-2-cyclohexen-3-yl)amino-4-cyanopyridine), O1CCCC1 (tetrahydrofuran), C([O-])([O-])=O.[K+].[K+] (potassium carbonate), cuprous chloride. The solvent is CO (methanol). Yields the product NC1=C2C(=NC=3C=NC=CC13)CCCC2=O (5-Amino-6,7,8,9-tetrahydrobenzo[b][1,7]naphthyridin-6-one). Yield: 90.9%. As a reaction SMILES: [O:1]=[C:2]1[CH2:7][CH2:6][CH2:5][C:4]([NH:8][C:9]2[CH:10]=[N:11][CH:12]=[CH:13][C:14]=2[C:15]#[N:16])=[CH:3]1.C(=O)([O-])[O-].[K+].[K+].O1CCCC1>CO>[NH2:16][C:15]1[C:14]2[CH:13]=[CH:12][N:11]=[CH:10][C:9]=2[N:8]=[C:4]2[CH2:5][CH2:6][CH2:7][C:2](=[O:1])[C:3]=12 |f:1.2.3|. Procedure: A mixture consisting of 3-(1-oxo-2-cyclohexen-3-yl)amino-4-cyanopyridine (3.3 g), potassium carbonate (2.35 g), cuprous chloride (153 mg) and 80 ml of tetrahydrofuran was refluxed for 1 hour. To the mixture was added 25 ml of methanol and the inorganics were removed by filtration. The filtrate liquid was then passed through a packed column and eluted with ethyl acetate to give 3.0 g of solid, mp 237°-242° C. This was recrystallized from n-butyl acetate to give 1.85 g of crystals, mp 242.5°-245° ... Reactants: CO, CCn1c(-c2ccc(NC(=O)NCCCl)cc2)c(C#N)c2ccc(OC)cc21, [K+], [OH-]. Yields the product CCn1c(-c2ccc(N3CCNC3=O)cc2)c(C#N)c2ccc(OC)cc21. RXN SMILES: [CH3:31][OH:32].[Cl:1][CH2:2][CH2:3][NH:4][C:5](=[O:6])[NH:7][c:8]1[cH:9][cH:10][c:11](-[c:14]2[n:15]([CH2:27][CH3:28])[c:16]3[cH:17][c:18]([O:25][CH3:26])[cH:19][cH:20][c:21]3[c:22]2[C:23]#[N:24])[cH:12][cH:13]1.[K+:30].[OH-:29]>>[CH2:2]1[CH2:3][NH:4][C:5](=[O:6])[N:7]1[c:8]1[cH:9][cH:10][c:11](-[c:14]2[n:15]([CH2:27][CH3:28])[c:16]3[cH:17][c:18]([O:25][CH3:26])[cH:19][cH:20][c:21]3[c:22]2[C:23]#[N:24])[cH:12][cH:13]1.